Dataset: the Open Reaction Database (ORD), a public repository of structured organic reaction records. Task: describe an organic reaction: reactants, conditions, products, and yield The reactants are [Al+3], O=C(O)C1(C(F)(F)F)CCN(Cc2ccccc2)C1, C1CCOC1, [H-], [H-], [H-], [H-], [Li+]. Product: OCC1(C(F)(F)F)CCN(Cc2ccccc2)C1. RXN SMILES: [Al+3:21].[CH2:1]([c:2]1[cH:3][cH:4][cH:5][cH:6][cH:7]1)[N:8]1[CH2:9][C:10]([C:13](=[O:14])[OH:15])([C:16]([F:17])([F:18])[F:19])[CH2:11][CH2:12]1.[CH2:26]1[O:27][CH2:28][CH2:29][CH2:30]1.[H-:20].[H-:23].[H-:24].[H-:25].[Li+:22]>>[CH2:1]([c:2]1[cH:3][cH:4][cH:5][cH:6][cH:7]1)[N:8]1[CH2:9][C:10]([CH2:13][OH:14])([C:16]([F:17])([F:18])[F:19])[CH2:11][CH2:12]1. Reactants: C(CCC)[Li] (n-Butyllithium), ClC=1C=CC2=C(N=CO2)C1 (5-chlorobenzoxazole), C(CCC)[Li] (n-Butyllithium), BrC1=CC(=C(CC#N)C=C1)F (4-bromo-2-fluoro benzyl cyanide). The reagents and catalysts are Cl[Pd]([P](C1=CC=CC=C1)(C2=CC=CC=C2)C3=CC=CC=C3)([P](C4=CC=CC=C4)(C5=CC=CC=C5)C6=CC=CC=C6)Cl (PdCl2(PPh3)2), [Cl-].[Cl-].[Zn+2] (ZnCl2). The solvent is hexanes, C1CCOC1 (THF), C1CCOC1 (THF), C1CCOC1 (THF). Reaction conditions: temperature -78 celsius, time 15 minute. Yields the product ClC=1C=CC2=C(N=C(O2)C2=CC(=C(C=C2)CC#N)F)C1 ([4-(5-chloro-1,3-benzoxazol-2-yl)-2-fluorophenyl]acetonitrile). RXN SMILES: [Cl:1][C:2]1[CH:3]=[CH:4][C:5]2[O:9][CH:8]=[N:7][C:6]=2[CH:10]=1.C([Li])CCC.Br[C:17]1[CH:25]=[CH:24][C:20]([CH2:21][C:22]#[N:23])=[C:19]([F:26])[CH:18]=1>C1COCC1.[Cl-].[Cl-].[Zn+2].Cl[Pd](Cl)([P](C1C=CC=CC=1)(C1C=CC=CC=1)C1C=CC=CC=1)[P](C1C=CC=CC=1)(C1C=CC=CC=1)C1C=CC=CC=1>[Cl:1][C:2]1[CH:3]=[CH:4][C:5]2[O:9][C:8]([C:17]3[CH:25]=[CH:24][C:20]([CH2:21][C:22]#[N:23])=[C:19]([F:26])[CH:18]=3)=[N:7][C:6]=2[CH:10]=1 |f:4.5.6,^1:37,56|. Procedure details: To a stirred solution of 5-chlorobenzoxazole (200 mg, 1.3 mmol) in 5 mL THF at −78° C., was added n-Butyllithium (640 μL, 2.5M in hexane, 1.6 mmol). The reaction was stirred for 15 min at −78° C. followed by the addition of ZnCl2 (3.9 mL, 1M in Et2O, 3.9 mmol) via a syringe. The reaction was then warmed at 0° C. for 1 h. A solution of 4-bromo-2-fluoro benzyl cyanide (214 mg, 1.0 mmol) in THF (2 mL) was added, along with Pd0 (a fresh suspension prepared as follows: 200 μL, n-Butyllithium, 2.5M in... The reactants are C(CCC)N1C(NC(C2=C1N=C(C(=C2C2=CC=C(C=C2)F)C=O)C(C)C)=O)=O (1-Butyl-5-(4-fluorophenyl)-6-formyl-7-isopropyl-2,4-dioxo-1,2,3,4-tetrahydro-pyrido(2,3-d)pyrimidine), C1(CCCCC1)NC=CP(OCC)(OCC)=O (diethyl 2-(cyclohexylamino)-vinyl-phosphonate), [H-].[Na+] (sodium hydride), O.O.C(C(=O)O)(=O)O (oxalic acid dihydrate). The solvent is O1CCCC1 (tetrahydrofuran), O1CCCC1 (tetrahydrofuran), O1CCCC1 (tetrahydrofuran), O (water), O (water), C1(=CC=CC=C1)C (toluene). Conditions: temperature 0 celsius, time 15 minute. Yields the product C(CCC)N1C(NC(C2=C1N=C(C(=C2C2=CC=C(C=C2)F)/C=C/C=O)C(C)C)=O)=O ((E)-3-[1-Butyl-5-(4-fluorophenyl)-7-isopropyl-2,4-dioxo-1,2,3,4-tetrahydro-pyrido(2,3-d)pyrimidin-6-yl]prop-2-enal). Reaction SMILES: C1(NC=CP(=O)(OCC)OCC)CCCCC1.[H-].[Na+].[CH2:20]([N:24]1[C:29]2[N:30]=[C:31]([CH:43]([CH3:45])[CH3:44])[C:32]([CH:41]=O)=[C:33]([C:34]3[CH:39]=[CH:38][C:37]([F:40])=[CH:36][CH:35]=3)[C:28]=2[C:27](=[O:46])[NH:26][C:25]1=[O:47])[CH2:21][CH2:22][CH3:23].O.O.[C:50]([OH:55])(=O)[C:51](O)=O>O1CCCC1.O.C1(C)C=CC=CC=1>[CH2:20]([N:24]1[C:29]2[N:30]=[C:31]([CH:43]([CH3:44])[CH3:45])[C:32](/[CH:41]=[CH:51]/[CH:50]=[O:55])=[C:33]([C:34]3[CH:39]=[CH:38][C:37]([F:40])=[CH:36][CH:35]=3)[C:28]=2[C:27](=[O:46])[NH:26][C:25]1=[O:47])[CH2:21][CH2:22][CH3:23] |f:1.2,4.5.6|. Procedure: A solution of 1.15 g (4.4 mol) of diethyl 2-(cyclohexylamino)-vinyl-phosphonate in 15 ml of tetrahydrofuran is added dropwise in the course of 10 min at 0°-5° C. under argon to a suspension of 0.25 g (8.4 mmol) of 80% strength sodium hydride in 15 ml of anhydrous tetrahydrofuran. The mixture is stirred at 0° C. for 15 min, a solution of 1.5 g (4 mmol) of the compound from Example 5 in 15 ml of tetrahydrofuran is added dropwise at 0° C. in the course of 20 min, and the mixture is stirred at room ...